Dataset: the Open Reaction Database (ORD), a public repository of structured organic reaction records. Task: describe an organic reaction: reactants, conditions, products, and yield Reactants: CCOC(=O)C=Cc1nc(COc2ccc(COc3nn(-c4ccccc4)cc3C=CP(=O)(OCC)OCC)cc2OC)c(C)o1, CCO, Cl, [Na+], C1CCOC1, [OH-], O. The product is CCOP(=O)(C=Cc1cn(-c2ccccc2)nc1OCc1ccc(OCc2nc(C=CC(=O)O)oc2C)c(OC)c1)OCC. RXN SMILES: [CH2:1]([CH3:2])[O:3][P:4](=[O:5])([O:6][CH2:7][CH3:8])[CH:9]=[CH:10][c:11]1[c:12]([O:22][CH2:23][c:24]2[cH:25][c:26]([O:45][CH3:46])[c:27]([O:28][CH2:29][c:30]3[n:31][c:32]([CH:36]=[CH:37][C:38](=[O:39])[O:40][CH2:41][CH3:42])[o:33][c:34]3[CH3:35])[cH:43][cH:44]2)[n:13][n:14](-[c:16]2[cH:17][cH:18][cH:19][cH:20][cH:21]2)[cH:15]1.[CH3:56][CH2:57][OH:58].[ClH:54].[Na+:53].[O:47]1[CH2:48][CH2:49][CH2:50][CH2:51]1.[OH-:52].[OH2:55]>>[CH2:1]([CH3:2])[O:3][P:4](=[O:5])([O:6][CH2:7][CH3:8])[CH:9]=[CH:10][c:11]1[c:12]([O:22][CH2:23][c:24]2[cH:25][c:26]([O:45][CH3:46])[c:27]([O:28][CH2:29][c:30]3[n:31][c:32]([CH:36]=[CH:37][C:38](=[O:39])[OH:40])[o:33][c:34]3[CH3:35])[cH:43][cH:44]2)[n:13][n:14](-[c:16]2[cH:17][cH:18][cH:19][cH:20][cH:21]2)[cH:15]1. Reaction SMILES: [I:1]Cl.[NH2:3][C:4]1[C:12]([CH3:13])=[CH:11][CH:10]=[CH:9][C:5]=1[C:6]([OH:8])=[O:7].CCOCC>C(O)(=O)C>[NH2:3][C:4]1[C:12]([CH3:13])=[CH:11][C:10]([I:1])=[CH:9][C:5]=1[C:6]([OH:8])=[O:7]. Reported procedure: Iodine monochloride (28.9 g) was added over 0.5 hours to a stirred solution of 2-amino-3-methylbenzoic acid (24.5 g) (Aldrich Chemical Co. Ltd.) in acetic acid (250 cm3). After 24 hours ether (250 cm3) was added and the mixture was filtered. The solid material was dried in vacuo to afford the title compound, m.p. 214° (38.6 g). Solvent: C(C)(=O)O (acetic acid). Product: NC1=C(C(=O)O)C=C(C=C1C)I (2-Amino-5-iodo-3-methylbenzoic acid). The reactants are ICl (Iodine monochloride), NC1=C(C(=O)O)C=CC=C1C (2-amino-3-methylbenzoic acid), CCOCC (ether). RXN SMILES: [C:1]([c:2]1[cH:3][cH:4][cH:5][cH:6][cH:7]1)(=[O:8])[N:9]1[CH2:10][CH2:11][N:12]([CH2:15][CH2:16][OH:17])[CH2:13][CH2:14]1.[O:18]=[CH:19][CH2:20][CH2:21][CH2:22][NH:23][C:24](=[O:25])[c:26]1[cH:27][cH:28][cH:29][cH:30][cH:31]1>>[C:1]([c:2]1[cH:3][cH:4][cH:5][cH:6][cH:7]1)(=[O:8])[N:9]1[CH2:10][CH2:11][N:12]([CH2:15][CH:16]=[O:17])[CH2:13][CH2:14]1. Starting materials: O=C(c1ccccc1)N1CCN(CCO)CC1, O=CCCCNC(=O)c1ccccc1. The product is O=CCN1CCN(C(=O)c2ccccc2)CC1. Starting materials: ClC1=CC=C(C=C1)C=1N=C(OC1CCCOC1=C(C=C(C=C1)CC(=O)[O-])C)N1C(=NC=C1)C ([4-[3-[4-(4-chlorophenyl)-2-(2-methyl-1-imidazolyl)-5-oxazolyl]propyloxy]-3-methylphenyl]acetate), Cl (hydrochloride), CO (methanol). Reaction conditions: time 1 hour. Product: ClC1=CC=C(C=C1)C=1N=C(OC1CCCOC1=C(C=C(C=C1)O)C)N1C(=NC=C1)C (4-[3-[4-(4-chlorophenyl)-2-(2-methyl-1-imidazolyl)-5-oxazolyl]propyloxy]-3-methylphenol). The yield is 99.0%. As a reaction SMILES: [Cl:1][C:2]1[CH:7]=[CH:6][C:5]([C:8]2[N:9]=[C:10]([N:28]3[CH:32]=[CH:31][N:30]=[C:29]3[CH3:33])[O:11][C:12]=2[CH2:13][CH2:14][CH2:15][O:16][C:17]2[CH:22]=[CH:21][C:20](CC([O-])=O)=[CH:19][C:18]=2[CH3:27])=[CH:4][CH:3]=1.Cl.C[OH:36]>>[Cl:1][C:2]1[CH:7]=[CH:6][C:5]([C:8]2[N:9]=[C:10]([N:28]3[CH:32]=[CH:31][N:30]=[C:29]3[CH3:33])[O:11][C:12]=2[CH2:13][CH2:14][CH2:15][O:16][C:17]2[CH:22]=[CH:21][C:20]([OH:36])=[CH:19][C:18]=2[CH3:27])=[CH:4][CH:3]=1. Reported procedure: A mixture of [4-[3-[4-(4-chlorophenyl)-2-(2-methyl-1-imidazolyl)-5-oxazolyl]propyloxy]-3-methylphenyl]acetate (4.30 g), 37% hydrochloride (3ml), and methanol (150 ml) was stirred at room temperature for 1 hour. The reaction mixture was concentrated, which was poured into a 10% aqueous solution of sodium hydrogen carbonate. The precipitated crystals were filtered, washed with pure water and air-dried to give crystals of 4-[3-[4-(4-chlorophenyl)-2-(2-methyl-1-imidazolyl)-5-oxazolyl]propyloxy]-3-me... Reactants: C1CNCCN1, CCc1csc2c(C(=O)O)c(=O)c3cc(F)c(Cl)cc3n12, c1ccncc1. The product is CCc1csc2c(C(=O)O)c(=O)c3cc(F)c(N4CCNCC4)cc3n12. Reaction SMILES: [CH2:22]1[CH2:23][NH:24][CH2:25][CH2:26][NH:27]1.[Cl:1][c:2]1[c:3]([F:21])[cH:4][c:5]2[c:6](=[O:20])[c:7]([C:17](=[O:18])[OH:19])[c:8]3[n:9]([c:10]2[cH:11]1)[c:12]([CH2:15][CH3:16])[cH:13][s:14]3.[cH:28]1[cH:29][cH:30][n:31][cH:32][cH:33]1>>[c:2]1([N:24]2[CH2:23][CH2:22][NH:27][CH2:26][CH2:25]2)[c:3]([F:21])[cH:4][c:5]2[c:6](=[O:20])[c:7]([C:17](=[O:18])[OH:19])[c:8]3[n:9]([c:10]2[cH:11]1)[c:12]([CH2:15][CH3:16])[cH:13][s:14]3. Reactants: ClC1=CC=C(C=N1)N1CCC2=C1N=C(N=C2C=2C=NC(=NC2)N(CC2=CC=C(C=C2)OC)CC2=CC=C(C=C2)OC)N2CCOCC2 ({5-[7-(6-chloro-pyridin-3-yl)-2-morpholin-4-yl-6,7-dihydro-5H-pyrrolo[2,3-d]pyrimidin-4-yl]-pyrimidin-2-yl}-bis-(4-methoxy-benzyl)-amine), CN(C1CCNCC1)C (4-dimethylaminopiperidine). Product: COC1=CC=C(CN(C2=NC=C(C=N2)C=2C3=C(N=C(N2)N2CCOCC2)N(CC3)C=3C=CC(=NC3)N3CCC(CC3)N(C)C)CC3=CC=C(C=C3)OC)C=C1 ([5′-(4-{2-[bis-(4-methoxy-benzyl)-amino]-pyrimidin-5-yl}-2-morpholin-4-yl-5,6-dihydro-pyrrolo[2,3-d]pyrimidin-7-yl)-3,4,5,6-tetrahydro-2H-[1,2′]bipyridinyl-4-yl]-dimethyl-amine). The yield is 85.5%. RXN SMILES: Cl[C:2]1[N:7]=[CH:6][C:5]([N:8]2[C:12]3[N:13]=[C:14]([N:42]4[CH2:47][CH2:46][O:45][CH2:44][CH2:43]4)[N:15]=[C:16]([C:17]4[CH:18]=[N:19][C:20]([N:23]([CH2:33][C:34]5[CH:39]=[CH:38][C:37]([O:40][CH3:41])=[CH:36][CH:35]=5)[CH2:24][C:25]5[CH:30]=[CH:29][C:28]([O:31][CH3:32])=[CH:27][CH:26]=5)=[N:21][CH:22]=4)[C:11]=3[CH2:10][CH2:9]2)=[CH:4][CH:3]=1.[CH3:48][N:49]([CH3:56])[CH:50]1[CH2:55][CH2:54][NH:53][CH2:52][CH2:51]1>>[CH3:32][O:31][C:28]1[CH:29]=[CH:30][C:25]([CH2:24][N:23]([CH2:33][C:34]2[CH:39]=[CH:38][C:37]([O:40][CH3:41])=[CH:36][CH:35]=2)[C:20]2[N:19]=[CH:18][C:17]([C:16]3[C:11]4[CH2:10][CH2:9][N:8]([C:5]5[CH:4]=[CH:3][C:2]([N:53]6[CH2:54][CH2:55][CH:50]([N:49]([CH3:56])[CH3:48])[CH2:51][CH2:52]6)=[N:7][CH:6]=5)[C:12]=4[N:13]=[C:14]([N:42]4[CH2:47][CH2:46][O:45][CH2:44][CH2:43]4)[N:15]=3)=[CH:22][N:21]=2)=[CH:26][CH:27]=1. Procedure: Using {5-[7-(6-chloro-pyridin-3-yl)-2-morpholin-4-yl-6,7-dihydro-5H-pyrrolo[2,3-d]pyrimidin-4-yl]-pyrimidin-2-yl}-bis-(4-methoxy-benzyl)-amine (200 mg, 0.31 mmol) obtained in Step A in Example 1-D-48 and 4-dimethylaminopiperidine (59 mg, 0.46 mmol) instead of N,N,N′-trimethyl ethylenediamine, in the same manner as Example 1-D-48, amination was carried out, to obtain a crude product of [5′-(4-{2-[bis-(4-methoxy-benzyl)-amino]-pyrimidin-5-yl}-2-morpholin-4-yl-5,6-dihydro-pyrrolo[2,3-d]pyrimidin-7-... The reactants are CO, CC(C(=O)NC1CC1)n1ccc2c([N+](=O)[O-])cccc2c1=O, [Pd]. Yields the product CC(C(=O)NC1CC1)n1ccc2c(N)cccc2c1=O. As a reaction SMILES: [CH3:23][OH:24].[CH:1]1([NH:4][C:5]([CH:6]([CH3:7])[n:8]2[c:9](=[O:21])[c:10]3[cH:11][cH:12][cH:13][c:14]([N+:18]([O-:19])=[O:20])[c:15]3[cH:16][cH:17]2)=[O:22])[CH2:2][CH2:3]1.[Pd:25]>>[CH:1]1([NH:4][C:5]([CH:6]([CH3:7])[n:8]2[c:9](=[O:21])[c:10]3[cH:11][cH:12][cH:13][c:14]([NH2:18])[c:15]3[cH:16][cH:17]2)=[O:22])[CH2:2][CH2:3]1. Reaction SMILES: [CH3:17][S:18][S:19][CH3:20].[CH3:6][O:7][c:8]1[cH:9][cH:10][cH:11][cH:12][c:13]1[C:14]([OH:15])=[O:16].[CH:1]([Li:2])([CH2:3][CH3:4])[CH3:5].[O:21]1[CH2:22][CH2:23][CH2:24][CH2:25]1>>[CH3:6][O:7][c:8]1[cH:9][cH:10][cH:11][c:12]([S:18][CH3:17])[c:13]1[C:14]([OH:15])=[O:16]. Reactants: CSSC, COc1ccccc1C(=O)O, [Li]C(C)CC, C1CCOC1. The product is COc1cccc(SC)c1C(=O)O. Reactants: CCC(C)N, O=S1(=O)N=C(Cl)Nc2cc(Cl)sc21, O. Yields the product CCC(C)NC1=NS(=O)(=O)c2sc(Cl)cc2N1. Reaction SMILES: [CH:14]([CH3:15])([CH2:16][CH3:17])[NH2:18].[Cl:1][C:2]1=[N:3][S:4](=[O:12])(=[O:13])[c:5]2[c:6]([cH:8][c:9]([Cl:11])[s:10]2)[NH:7]1.[OH2:19]>>[C:2]1([NH:18][CH:14]([CH3:15])[CH2:16][CH3:17])=[N:3][S:4](=[O:12])(=[O:13])[c:5]2[c:6]([cH:8][c:9]([Cl:11])[s:10]2)[NH:7]1. Starting materials: CC1(C=CC2=C(C=NO2)C1)C#C[Si](C)(C)C (5-Methyl-5-((trimethylsilyl)ethynyl)-4,5-dihydrobenzo[d]isoxazole), C[O-].[Na+] (sodium methoxide). Solvent: CCOCC (ether), CO (methanol), C(Cl)Cl.CCOCC (methylene chloride ether). Conditions: time 1 hour. Yields the product C(#C)C1(C=CC(C(C1)C#N)=O)C (5-Ethynyl-5-methyl-2-oxocyclohex-3-enecarbonitrile). The yield is 100.1%. Reaction SMILES: [CH3:1][C:2]1([C:11]#[C:12][Si](C)(C)C)[CH2:10][C:6]2[CH:7]=[N:8][O:9][C:5]=2[CH:4]=[CH:3]1.C[O-].[Na+]>CCOCC.CO.C(Cl)Cl.CCOCC>[C:11]([C:2]1([CH3:1])[CH2:10][CH:6]([C:7]#[N:8])[C:5](=[O:9])[CH:4]=[CH:3]1)#[CH:12] |f:1.2,5.6|. Procedure: To a solution of 9 (75 mg, 0.32 mmol) in dry ether (7.4 mL) was added a solution of sodium methoxide (565 mg) in dry methanol (6 mL). The mixture was stirred at room temperature for 1 h. The mixture was diluted with methylene chloride/ether (1:2, 40 mL). The mixture was washed with 5% aqueous HCl solution (10 mL ×2). The acidic washings were extracted with methylene chloride/ether (1:2, 10 mL ×1). The original organic solution and the extract were combined. The combined solution was washed with ...